From a dataset of the Open Reaction Database (ORD), a public repository of structured organic reaction records. describe an organic reaction: reactants, conditions, products, and yield Reactants: CCO, CCOC(C)=O, Cc1cnc(N)c(C#N)c1, [Na+], [Na+], O=C([O-])[O-], O, O=S(=O)(O)O. Product: CCOC(=O)c1cc(C)cnc1N. Reaction SMILES: [CH3:23][CH2:24][OH:25].[CH3:26][CH2:27][O:28][C:29](=[O:30])[CH3:31].[NH2:1][c:2]1[n:3][cH:4][c:5]([CH3:10])[cH:6][c:7]1[C:8]#[N:9].[Na+:16].[Na+:17].[O-:18][C:19](=[O:20])[O-:21].[OH2:22].[S:11](=[O:12])(=[O:13])([OH:14])[OH:15]>>[NH2:1][c:2]1[n:3][cH:4][c:5]([CH3:10])[cH:6][c:7]1[C:8](=[O:18])[O:25][CH2:24][CH3:23]. Reactants: CC1(OB(OC1(C)C)C1=CCN(CC1)C1=NC(=NC=N1)O)C (4-[4-(4,4,5,5-Tetramethyl-1,3,2-dioxaborolan-2-yl)-5,6-dihydropyridin-1(2H)-yl]-1,3,5-triazin-2-ol), ClCC=1SC(=CC1)C(F)(F)F (2-(chloromethyl)-5-(trifluoromethyl)thiophene). Product: CC1(OB(OC1(C)C)C1=CCN(CC1)C1=NC(N(C=N1)CC=1SC(=CC1)C(F)(F)F)=O)C (4-[4-(4,4,5,5-Tetramethyl-1,3,2-dioxaborolan-2-yl)-5,6-dihydropyridin-1(2H)-yl]-1-{[5-(trifluoromethyl)thiophen-2-yl]methyl}-1,3,5-triazin-2(1H)-one). Isolated yield 46.0%. RXN SMILES: [CH3:1][C:2]1([CH3:22])[C:6]([CH3:8])([CH3:7])[O:5][B:4]([C:9]2[CH2:14][CH2:13][N:12]([C:15]3[N:20]=[CH:19][N:18]=[C:17]([OH:21])[N:16]=3)[CH2:11][CH:10]=2)[O:3]1.Cl[CH2:24][C:25]1[S:26][C:27]([C:30]([F:33])([F:32])[F:31])=[CH:28][CH:29]=1>>[CH3:8][C:6]1([CH3:7])[C:2]([CH3:22])([CH3:1])[O:3][B:4]([C:9]2[CH2:14][CH2:13][N:12]([C:15]3[N:20]=[CH:19][N:18]([CH2:24][C:25]4[S:26][C:27]([C:30]([F:33])([F:32])[F:31])=[CH:28][CH:29]=4)[C:17](=[O:21])[N:16]=3)[CH2:11][CH:10]=2)[O:5]1. Procedure: 4-[4-(4,4,5,5-Tetramethyl-1,3,2-dioxaborolan-2-yl)-5,6-dihydropyridin-1(2H)-yl]-1,3,5-triazin-2-ol (3.32 g, 10.9 mmol) synthesized in Reference Synthesis Example 345 and 2-(chloromethyl)-5-(trifluoromethyl)thiophene were used to obtain the title compound (2.36 g, yield 46%) by synthesis in a similar manner to Reference Synthesis Example 16.